This data is from the Open Reaction Database (ORD), a public repository of structured organic reaction records. The task is: describe an organic reaction: reactants, conditions, products, and yield The reactants are COC1=C(C=CC(=C1)C(=C[N+](=O)[O-])C)O (2-methoxy-4-(α-methyl-β-nitroethenyl)-phenol), O=CC1=CC(OC)=C(O)C=C1 (vanillin), [N+](=O)([O-])CC (nitroethane). Yields the product CC(=C[N+](=O)[O-])C1=C(C=CC=C1)O (α-methyl-β-nitroethenyl phenol). Isolated yield 80.0%. Reaction SMILES: CO[C:3]1[CH:8]=[C:7]([C:9]([CH3:14])=[CH:10][N+:11]([O-:13])=[O:12])[CH:6]=[CH:5][C:4]=1O.[O:16]=CC1C=CC(O)=C(OC)C=1.[N+](CC)([O-])=O>>[CH3:14][C:9]([C:7]1[CH:6]=[CH:5][CH:4]=[CH:3][C:8]=1[OH:16])=[CH:10][N+:11]([O-:13])=[O:12]. Procedure: 2-methoxy-4-(α-methyl-β-nitroethenyl)-phenol was also prepared by a variation of the above procedure in which vanillin was treated with nitroethane instead of nitromethane. The conditions employed for the reaction, however, were essentially the same as those described above for nitromethylation. The α-methyl-β-nitroethenyl phenol product was obtained in 80% yield with m.p. 110°-112° and had λ max (ethanol) of 368 and λ max (TRIS 8.8) of 475 with ε of 13,100.